Dataset: the Open Reaction Database (ORD), a public repository of structured organic reaction records. Task: describe an organic reaction: reactants, conditions, products, and yield Reactants: ClC1(C(C1)ON=C(C(=O)OCC)C1(C)OCCO1)Cl (ethyl 2-(2,2-dichlorocyclopropyloxy- imino)-3,3-ethylenedioxybutyrate), C(CCC)[SnH](CCCC)CCCC (tri-n-butyltinhydride), 2,2-azobisisobutyronitrile. Solvent: C1(=CC=CC=C1)C (toluene). The product is ClC1C(C1)ON=C(C(=O)OCC)C1(C)OCCO1 (ethyl 2-(2-chlorocyclopropyloxyimino)-3,3-ethylenedioxybutyrate). Yield: 33.9%. As a reaction SMILES: [Cl:1][C:2]1(Cl)[CH2:4][CH:3]1[O:5][N:6]=[C:7]([C:13]1([O:18][CH2:17][CH2:16][O:15]1)[CH3:14])[C:8]([O:10][CH2:11][CH3:12])=[O:9].C([SnH](CCCC)CCCC)CCC>C1(C)C=CC=CC=1>[Cl:1][CH:2]1[CH2:4][CH:3]1[O:5][N:6]=[C:7]([C:13]1([O:15][CH2:16][CH2:17][O:18]1)[CH3:14])[C:8]([O:10][CH2:11][CH3:12])=[O:9]. Procedure: A solution of ethyl 2-(2,2-dichlorocyclopropyloxy- imino)-3,3-ethylenedioxybutyrate (syn isomer)(312 mg) and tri-n-butyltinhydride (0.55 ml) in toluene (2 ml) was refluxed under nitrogen atmosphere in the presence of catalytic amount of 2,2-azobisisobutyronitrile for hours. The reaction mixture was concentrated in vacuo. The residue was subjected to column chromatography on silica gel (24 g) and eluted with a mixture of diethyl ether and n-hexane (1:2 V/V). The fractions containing the compound,... Reactants: N#Cc1ccccc1-c1ccc(CBr)cc1, O=C([O-])[O-], CC#N, COc1ccc(Cn2c(=O)[nH]c3sc(C4CC4)cc3c2=O)c(OC)c1, [K+], [K+]. Product: COc1ccc(Cn2c(=O)c3cc(C4CC4)sc3n(Cc3ccc(-c4ccccc4C#N)cc3)c2=O)c(OC)c1. As a reaction SMILES: [Br:26][CH2:27][c:28]1[cH:29][cH:30][c:31](-[c:34]2[c:35]([C:40]#[N:41])[cH:36][cH:37][cH:38][cH:39]2)[cH:32][cH:33]1.[C:42](=[O:43])([O-:44])[O-:45].[CH3:48][C:49]#[N:50].[CH:1]1([c:4]2[cH:5][c:6]3[c:7]([nH:8][c:9](=[O:24])[n:10]([CH2:13][c:14]4[c:15]([O:22][CH3:23])[cH:16][c:17]([O:20][CH3:21])[cH:18][cH:19]4)[c:11]3=[O:12])[s:25]2)[CH2:2][CH2:3]1.[K+:46].[K+:47]>>[CH:1]1([c:4]2[cH:5][c:6]3[c:7]([n:8]([CH2:27][c:28]4[cH:29][cH:30][c:31](-[c:34]5[c:35]([C:40]#[N:41])[cH:36][cH:37][cH:38][cH:39]5)[cH:32][cH:33]4)[c:9](=[O:24])[n:10]([CH2:13][c:14]4[c:15]([O:22][CH3:23])[cH:16][c:17]([O:20][CH3:21])[cH:18][cH:19]4)[c:11]3=[O:12])[s:25]2)[CH2:2][CH2:3]1. Starting materials: COCCl (Chloromethyl methyl ether), CN(C)C=O (DMF), ClC1=NC=C(C=C1O)F (2-chloro-5-fluoro-3-hydroxypyridine), [OH-].[Na+] (Sodium hydroxide). Run in O (water), C(C)OCC (Diethyl ether). Reaction conditions: temperature 0 celsius, time 15 minute. Yields the product ClC1=NC=C(C=C1OCOC)F (2-chloro-5-fluoro-3-(methoxymethoxy)pyridine). As a reaction SMILES: CN(C=O)C.[Cl:6][C:7]1[C:12]([OH:13])=[CH:11][C:10]([F:14])=[CH:9][N:8]=1.[OH-].[Na+].[CH3:17][O:18][CH2:19]Cl>O.C(OCC)C>[Cl:6][C:7]1[C:12]([O:13][CH2:17][O:18][CH3:19])=[CH:11][C:10]([F:14])=[CH:9][N:8]=1 |f:2.3|. Procedure: A DMF (10 ml) solution of 2-chloro-5-fluoro-3-hydroxypyridine (500 mg) was cooled to 0° C. Sodium hydroxide (60% oil dispersion: 149 mg) was added to the reaction solution, and the obtained mixture was stirred at 0° C. for 15 minutes. Chloromethyl methyl ether (293 ul) was added to the reaction solution at the same temperature as described above, and the obtained mixture was heated to room temperature and stirred for 1 hour. Diethyl ether and water were added to the reaction solution, and the or... Starting materials: CC(=O)O[BH-](OC(C)=O)OC(C)=O, C=O, CC(=O)O, CO, CCNC(=O)Nc1cc(Oc2ccc3c(ccn3C(=O)NC3CCNCC3)c2)ccn1, [Na+], C1CCOC1. Yields the product CCNC(=O)Nc1cc(Oc2ccc3c(ccn3C(=O)NC3CCN(C)CC3)c2)ccn1. RXN SMILES: [C:38]([O:39][BH-:40]([O:41][C:42](=[O:43])[CH3:44])[O:45][C:46](=[O:47])[CH3:48])(=[O:49])[CH3:50].[CH2:32]=[O:33].[CH3:34][C:35](=[O:36])[OH:37].[CH3:57][OH:58].[NH:1]1[CH2:2][CH2:3][CH:4]([NH:7][C:8](=[O:9])[n:10]2[cH:11][cH:12][c:13]3[cH:14][c:15]([O:19][c:20]4[cH:21][c:22]([NH:26][C:27](=[O:28])[NH:29][CH2:30][CH3:31])[n:23][cH:24][cH:25]4)[cH:16][cH:17][c:18]23)[CH2:5][CH2:6]1.[Na+:51].[O:52]1[CH2:53][CH2:54][CH2:55][CH2:56]1>>[N:1]1([CH3:34])[CH2:2][CH2:3][CH:4]([NH:7][C:8](=[O:9])[n:10]2[cH:11][cH:12][c:13]3[cH:14][c:15]([O:19][c:20]4[cH:21][c:22]([NH:26][C:27](=[O:28])[NH:29][CH2:30][CH3:31])[n:23][cH:24][cH:25]4)[cH:16][cH:17][c:18]23)[CH2:5][CH2:6]1. Reactants: ClC1=CC=C(C=C1)Br (4-chlorophenyl bromide), NC1=NC2=C(N1CCN1CCOCC1)C=CC=C2 (2-amino-1-(2-morpholinoethyl)benzimidazole), CC(=O)C (acetone), CC(=O)C (acetone). Yields the product [Br-].NC=1NC2=C([N+]1CCN1CCOCC1)C=CC=C2CC(=O)C2=CC=C(C=C2)Cl (2-Amino-4-(4-chlorophenacyl)-1-(2-morpholinoethyl)benzimidazolium bromide). Isolated yield 95.0%. RXN SMILES: [Cl:1][C:2]1[CH:7]=[CH:6][C:5]([Br:8])=[CH:4][CH:3]=1.[NH2:9][C:10]1[N:14]([CH2:15][CH2:16][N:17]2[CH2:22][CH2:21][O:20][CH2:19][CH2:18]2)[C:13]2[CH:23]=[CH:24][CH:25]=[CH:26][C:12]=2[N:11]=1.[CH3:27][C:28](C)=[O:29]>>[Br-:8].[NH2:9][C:10]1[NH:11][C:12]2[C:26]([CH2:27][C:28]([C:5]3[CH:6]=[CH:7][C:2]([Cl:1])=[CH:3][CH:4]=3)=[O:29])=[CH:25][CH:24]=[CH:23][C:13]=2[N+:14]=1[CH2:15][CH2:16][N:17]1[CH2:18][CH2:19][O:20][CH2:21][CH2:22]1 |f:3.4|. Reported procedure: A solution of 2.33 g (10 mmol) of 4-chlorophenyl bromide in 25 ml of acetone is added to a hot solution of 2-amino-1-(2-morpholinoethyl)benzimidazole (2.46 g, 10 mmol) in 75 ml of acetone. The mixture is stirred, heated at the boil for 5 minutes and maintained at room temperature. Three hours later a precipitate of the title compound appears, which is filtered and washed with acetone and with ether.